From a dataset of the Open Reaction Database (ORD), a public repository of structured organic reaction records. describe an organic reaction: reactants, conditions, products, and yield Starting materials: OC=1C(=C(C=CC1)CCC(=O)O)OC (3-(3-hydroxy-2-methoxyphenyl)propanoic acid), S(=O)(Cl)Cl (thionyl chloride), CO (methanol). Yields the product OC=1C(=C(C=CC1)CCC(=O)OC)OC (methyl 3-(3-hydroxy-2-methoxyphenyl)propanoate). RXN SMILES: [OH:1][C:2]1[C:3]([O:13][CH3:14])=[C:4]([CH2:8][CH2:9][C:10]([OH:12])=[O:11])[CH:5]=[CH:6][CH:7]=1.S(Cl)(Cl)=O.[CH3:19]O>>[OH:1][C:2]1[C:3]([O:13][CH3:14])=[C:4]([CH2:8][CH2:9][C:10]([O:12][CH3:19])=[O:11])[CH:5]=[CH:6][CH:7]=1. Procedure details: To a solution of 3-(3-hydroxy-2-methoxyphenyl)propanoic acid (50 mg) in methanol (10 mL) was added dropwise thionyl chloride (2.0 mL) at 0° C. The reaction mixture was heated under reflux for 3 hr. The reaction mixture was concentrated, and ethyl acetate was added. The reaction mixture was washed with saturated brine, and dried over anhydrous sodium sulfate. The solvent was evaporated under reduced pressure to give the title compound (45 mg) as a yellow oil. This compound was used for the next s... Starting materials: [H][H] (hydrogen), Cl.C1(=CC=CC=C1)CN1C(CN(CC1)CC1=CC=CC=C1)=O (1,4-Bis(phenylmethyl)piperazinone, hydrochloride), [H][H] (hydrogen). Reagents/catalysts: [Pd] (palladium charcoal). Solvent: C(C)O (ethanol). Yields the product Cl.C1(=CC=CC=C1)CN1C(CNCC1)=O (1-(Phenylmethyl)piperazinone hydrochloride). Reaction SMILES: [ClH:1].[C:2]1([CH2:8][N:9]2[CH2:14][CH2:13][N:12](CC3C=CC=CC=3)[CH2:11][C:10]2=[O:22])[CH:7]=[CH:6][CH:5]=[CH:4][CH:3]=1.[H][H]>C(O)C.[Pd]>[ClH:1].[C:2]1([CH2:8][N:9]2[CH2:14][CH2:13][NH:12][CH2:11][C:10]2=[O:22])[CH:3]=[CH:4][CH:5]=[CH:6][CH:7]=1 |f:0.1,5.6|. Procedure: A mixture of 1,4-bis(phenylmethyl)piperazinone hydrochloride (XIII, Example 39, 15.0 g.) and 10% palladium charcoal (5.0 g.) in ethanol (200 ml.) is hydrogenated (50 lb. initial hydrogen pressure) until uptake of hydrogen ceased. The solution is filtered, the ethanol is removed under reduced pressure and the residual solid is recrystallized from methanol-isopropanol to give the title compound, m.p. 160°-161°.